From a dataset of the Open Reaction Database (ORD), a public repository of structured organic reaction records. describe an organic reaction: reactants, conditions, products, and yield Reactants: diol, 31a, N[C@@H]1[C@@H]([C@@H](CCC1)O)O ((1R,2S,3S)-3-aminocyclohexane-1,2-diol), diol, ClC1=NC=C(C(=N1)Cl)F (2,4-dichloro-5-fluoro-pyrimidine), CCN(C(C)C)C(C)C (iPr2NEt). The solvent is C(C)#N (acetonitrile), C(C)(C)O (isopropanol). Conditions: temperature 100 celsius. The product is ClC1=NC=C(C(=N1)N[C@@H]1[C@@H]([C@@H](CCC1)O)O)F ((1R,2S,3S)-3-(2-chloro-5-fluoropyrimidin-4-ylamino)cyclohexane-1,2-diol). RXN SMILES: [NH2:1][C@H:2]1[CH2:7][CH2:6][CH2:5][C@@H:4]([OH:8])[C@H:3]1[OH:9].[Cl:10][C:11]1[N:16]=[C:15](Cl)[C:14]([F:18])=[CH:13][N:12]=1.CCN(C(C)C)C(C)C>C(#N)C.C(O)(C)C>[Cl:10][C:11]1[N:16]=[C:15]([NH:1][C@H:2]2[CH2:7][CH2:6][CH2:5][C@@H:4]([OH:8])[C@H:3]2[OH:9])[C:14]([F:18])=[CH:13][N:12]=1. Reported procedure: The starting racemic diol, 31a, (1R,2S,3S)-3-aminocyclohexane-1,2-diol, was prepared following the procedure described in: Org. Bio. Chem. (2008) 6, 3751 and 3762, Davies, et. al. To a solution of racemic diol 31a (0.66 g, 5.00 mmol) in acetonitrile (5 mL) and isopropanol (5 mL) was added 2,4-dichloro-5-fluoro-pyrimidine (0.84 g, 5.03 mmol) and iPr2NEt (3.25 g, 4.38 mL, 25.20 mmol). The reaction mixture was sealed and heated to 100° C. for 90 minutes and then concentrated to dryness. The crude w... Reactants: C(#C)C=1C=NN2C1N=C(C=C2C(F)(F)F)C2=CC(=CC=C2)C(F)(F)F (3-ethynyl-7-trifluoromethyl-5-(3-trifluoromethyl-phenyl)-pyrazolo[1,5-a]pyrimidine), BrC=1C(=CC(=C(C1)S(=O)(=O)N)F)F (5-bromo-2,4-difluoro-benzenesulfonamide). The product is FC1=C(C=C(C(=C1)F)C#CC=1C=NN2C1N=C(C=C2C(F)(F)F)C2=CC(=CC=C2)C(F)(F)F)S(=O)(=O)N (2,4-Difluoro-5-[7-trifluoromethyl-5-(3-trifluoromethyl-phenyl)-pyrazolo[1,5-a]pyrimidin-3-ylethynyl]-benzenesulfonamide), solid. Yield: 51.0%. As a reaction SMILES: [C:1]([C:3]1[CH:4]=[N:5][N:6]2[C:11]([C:12]([F:15])([F:14])[F:13])=[CH:10][C:9]([C:16]3[CH:21]=[CH:20][CH:19]=[C:18]([C:22]([F:25])([F:24])[F:23])[CH:17]=3)=[N:8][C:7]=12)#[CH:2].Br[C:27]1[C:28]([F:38])=[CH:29][C:30]([F:37])=[C:31]([S:33]([NH2:36])(=[O:35])=[O:34])[CH:32]=1>>[F:37][C:30]1[CH:29]=[C:28]([F:38])[C:27]([C:2]#[C:1][C:3]2[CH:4]=[N:5][N:6]3[C:11]([C:12]([F:14])([F:13])[F:15])=[CH:10][C:9]([C:16]4[CH:21]=[CH:20][CH:19]=[C:18]([C:22]([F:25])([F:24])[F:23])[CH:17]=4)=[N:8][C:7]=23)=[CH:32][C:31]=1[S:33]([NH2:36])(=[O:34])=[O:35]. Reported procedure: The title compound was prepared from 3-ethynyl-7-trifluoromethyl-5-(3-trifluoromethyl-phenyl)-pyrazolo[1,5-a]pyrimidine (example C.10) (178 mg, 0.5 mmol) and commercially available 5-bromo-2,4-difluoro-benzenesulfonamide (136 mg, 0.5 mmol) according to general procedure II. Obtained as a yellow solid (138 mg, 51%). MS (ISN) 545.1 [(M−H)−]; mp 264° C. Starting materials: CCc1ccccc1, CCCCCCC, CCCCCC, CC(C)[N-]C(C)C, FC(F)(F)c1ccn(-c2ncccc2Cl)n1, [Li+], [Na+], O=C=O, C1CCOC1, C1CCOC1, [OH-], O. The product is O=C(O)c1cc(C(F)(F)F)nn1-c1ncccc1Cl. Reaction SMILES: [CH2:30]([c:31]1[cH:32][cH:33][cH:34][cH:35][cH:36]1)[CH3:37].[CH3:43][CH2:44][CH2:45][CH2:46][CH2:47][CH2:48][CH3:49].[CH3:50][CH2:51][CH2:52][CH2:53][CH2:54][CH3:55].[CH:17]([N-:18][CH:19]([CH3:20])[CH3:21])([CH3:22])[CH3:23].[Cl:1][c:2]1[c:3](-[n:8]2[n:9][c:10]([C:13]([F:14])([F:15])[F:16])[cH:11][cH:12]2)[n:4][cH:5][cH:6][cH:7]1.[Li+:24].[Na+:29].[O:25]=[C:26]=[O:27].[O:38]1[CH2:39][CH2:40][CH2:41][CH2:42]1.[O:57]1[CH2:58][CH2:59][CH2:60][CH2:61]1.[OH-:28].[OH2:56]>>[Cl:1][c:2]1[c:3](-[n:8]2[n:9][c:10]([C:13]([F:14])([F:15])[F:16])[cH:11][c:12]2[C:26](=[O:25])[OH:27])[n:4][cH:5][cH:6][cH:7]1. Starting materials: [Si](C)(C)(C(C)(C)C)Cl (tert-Butyldimethylsilyl chloride), N1C=NC=C1 (imidazole), FC1=C(C=CC=C1)CCCO (3-(2-fluorophenyl)propan-1-ol). Run in CN(C)C=O (DMF), C(C)(=O)OCC (ethyl acetate). Run at time 45 minute. Yields the product C(C)(C)(C)[Si](C)(C)OCCCC1=C(C=CC=C1)F (tert-Butyl(3-(2-fluorophenyl)propoxy)dimethylsilane). RXN SMILES: [Si:1](Cl)([C:4]([CH3:7])([CH3:6])[CH3:5])([CH3:3])[CH3:2].N1C=CN=C1.[F:14][C:15]1[CH:20]=[CH:19][CH:18]=[CH:17][C:16]=1[CH2:21][CH2:22][CH2:23][OH:24]>CN(C=O)C.C(OCC)(=O)C>[C:4]([Si:1]([O:24][CH2:23][CH2:22][CH2:21][C:16]1[CH:17]=[CH:18][CH:19]=[CH:20][C:15]=1[F:14])([CH3:3])[CH3:2])([CH3:7])([CH3:6])[CH3:5]. Reported procedure: tert-Butyldimethylsilyl chloride (3.19 g) was added to a solution of imidazole (3.6 g) and 3-(2-fluorophenyl)propan-1-ol (example 88, step a) (2.72 g) in dry DMF (30 mL) cooled in an ice bath. After 45 min, the reaction mixture was diluted with ethyl acetate (100 mL), washed with water (3×100 mL) and evaporated. The resulting gum was purified by silica gel chromatography eluting with isohexane. The fractions containing product were combined and evaporated to give the subtitled compound as a clea... Reactants: S(=O)(=O)([O-])[O-].[K+].[K+] (potassium sulfate), ClCl (chlorine). The product is S(=O)(=O)([O-])[O-].[K+].[K+] (potassium sulfate), [Cl-].[K+] (potassium chloride), S(O)(O)(=O)=O (sulfuric acid). Reaction SMILES: [S:1]([O-:5])([O-:4])(=[O:3])=[O:2].[K+:6].[K+].[Cl:8]Cl>>[S:1]([O-:5])([O-:4])(=[O:3])=[O:2].[K+:6].[K+:6].[Cl-:8].[K+:6].[S:1](=[O:3])(=[O:2])([OH:5])[OH:4] |f:0.1.2,4.5.6,7.8|. Procedure: An object of this invention is to provide a process for preparing a dry-converted potassium sulfate having a residual chlorine content of less than 3.5%, particularly of less than 2.0% from a dry-converted potassium sulfate obtained under the condition of a potassium chloride to sulfuric acid molar ratio of from 2.0 to 2.2. The reactants are Cc1nc2c(cc1CO)CCCC2=Cc1ccccc1, ClC(Cl)Cl. The product is Cc1nc2c(cc1C=O)CCCC2=Cc1ccccc1. RXN SMILES: [CH3:1][c:2]1[n:3][c:4]2[c:9]([cH:10][c:11]1[CH2:12][OH:13])[CH2:8][CH2:7][CH2:6][C:5]2=[CH:14][c:15]1[cH:16][cH:17][cH:18][cH:19][cH:20]1.[CH:21]([Cl:22])([Cl:23])[Cl:24]>>[CH3:1][c:2]1[n:3][c:4]2[c:9]([cH:10][c:11]1[CH:12]=[O:13])[CH2:8][CH2:7][CH2:6][C:5]2=[CH:14][c:15]1[cH:16][cH:17][cH:18][cH:19][cH:20]1.